Dataset: the Open Reaction Database (ORD), a public repository of structured organic reaction records. Task: describe an organic reaction: reactants, conditions, products, and yield Reactants: O=C(NCCc1cccc(F)c1)c1ccc(Cl)nn1, O=C(c1ccccc1C(F)(F)F)N1CCNCC1. Product: O=C(NCCc1cccc(F)c1)c1ccc(N2CCN(C(=O)c3ccccc3C(F)(F)F)CC2)nn1. As a reaction SMILES: [F:1][c:2]1[cH:3][c:4]([CH2:8][CH2:9][NH:10][C:11](=[O:12])[c:13]2[n:14][n:15][c:16]([Cl:19])[cH:17][cH:18]2)[cH:5][cH:6][cH:7]1.[N:20]1([C:26](=[O:27])[c:28]2[c:29]([C:34]([F:35])([F:36])[F:37])[cH:30][cH:31][cH:32][cH:33]2)[CH2:21][CH2:22][NH:23][CH2:24][CH2:25]1>>[F:1][c:2]1[cH:3][c:4]([CH2:8][CH2:9][NH:10][C:11](=[O:12])[c:13]2[n:14][n:15][c:16]([N:23]3[CH2:22][CH2:21][N:20]([C:26](=[O:27])[c:28]4[c:29]([C:34]([F:35])([F:36])[F:37])[cH:30][cH:31][cH:32][cH:33]4)[CH2:25][CH2:24]3)[cH:17][cH:18]2)[cH:5][cH:6][cH:7]1. Starting materials: ClCCl (dichloromethane), C(C)NCC (diethylamine), C(C)(C)(C)C=1C=C(C=C(C1O)C(C)(C)C)CC(=O)O ((3,5-di-tert-butyl-4-hydroxyphenyl)acetic acid), S(=O)(Cl)Cl (thionyl chloride). The reagents and catalysts are CN(C=O)C (N,N-dimethylformamide). Run in CCCCCCC (heptane), CCCCCCC (heptane). Reaction conditions: time 1 hour. Product: C(C)N(C(CC1=CC(=C(C(=C1)C(C)(C)C)O)C(C)(C)C)=O)CC (N,N-Diethyl-2-(3,5-di-tert-butyl-4-hydroxyphenyl)acetamide). Isolated yield 67.8%. As a reaction SMILES: [C:1]([C:5]1[CH:6]=[C:7]([CH2:16][C:17]([OH:19])=O)[CH:8]=[C:9]([C:12]([CH3:15])([CH3:14])[CH3:13])[C:10]=1[OH:11])([CH3:4])([CH3:3])[CH3:2].ClCCl.S(Cl)(Cl)=O.[CH2:27]([NH:29][CH2:30][CH3:31])[CH3:28]>CCCCCCC.CN(C)C=O>[CH2:27]([N:29]([CH2:30][CH3:31])[C:17](=[O:19])[CH2:16][C:7]1[CH:6]=[C:5]([C:1]([CH3:3])([CH3:4])[CH3:2])[C:10]([OH:11])=[C:9]([C:12]([CH3:15])([CH3:14])[CH3:13])[CH:8]=1)[CH3:28]. Reported procedure: 7.92 g (0.03 Mol) of (3,5-di-tert-butyl-4-hydroxyphenyl)acetic acid are stirred overnight in 40 ml of heptane and 20 ml of dichloromethane with 4 ml of thionyl chloride and 4 drops of N,N-dimethylformamide. An additional 90 ml of heptane are added and then 90 ml of solvent and the excess amount of thionyl chloride are distilled off. The residual solution is cooled to room temperature and then 7.5 ml (0.072 mol) of diethylamine are added dropwise. The mixture is stirred one hour, then washed with... As a reaction SMILES: [CH:1]1([NH:4][C:5]2[N:10]3[N:11]=[CH:12][C:13](/[CH:14]=[C:15]4/[C:16](=[O:21])[NH:17][C:18](=[O:20])[NH:19]/4)=[C:9]3[N:8]=[C:7](S(C)=O)[N:6]=2)[CH2:3][CH2:2]1.C1(NC2N3N=CC(/C=C4/C(=O)NC(=O)N/4)=C3N=C(S(C)(=O)=O)N=2)CC1.[NH:50]1[CH:54]=[C:53]([CH:55]=[O:56])[N:52]=[CH:51]1>C(O)(C)C>[CH:1]1([NH:4][C:5]2[N:10]3[N:11]=[CH:12][C:13](/[CH:14]=[C:15]4\[NH:19][C:18](=[O:20])[NH:17][C:16]\4=[O:21])=[C:9]3[N:8]=[C:7]([N:50]3[CH:54]=[C:53]([CH:55]=[O:56])[N:52]=[CH:51]3)[N:6]=2)[CH2:3][CH2:2]1. Solvent: C(C)(C)O (isopropanol). Run at temperature 150 celsius. Starting materials: C1(CC1)NC1=NC(=NC=2N1N=CC2\C=C/2\C(NC(N2)=O)=O)S(=O)C ((Z)-5-((4-(cyclopropylamino)-2-(methylsulfinyl)pyrazolo[1,5-a][1,3,5]triazin-8-yl)methylene)imidazolidine-2,4-dione), C1(CC1)NC1=NC(=NC=2N1N=CC2\C=C/2\C(NC(N2)=O)=O)S(=O)(=O)C ((Z)-5-((4-(cyclopropylamino)-2-(methylsulfonyl)pyrazolo[1,5-a][1,3,5]triazin-8-yl)methylene)imidazolidine-2,4-dione), N1C=NC(=C1)C=O (1H-imidazole-4-carbaldehyde). Reported procedure: A mixture of (Z)-5-((4-(cyclopropylamino)-2-(methylsulfinyl)pyrazolo[1,5-a][1,3,5]triazin-8-yl)methylene)imidazolidine-2,4-dione and (Z)-5-((4-(cyclopropylamino)-2-(methylsulfonyl)pyrazolo[1,5-a][1,3,5]triazin-8-yl)methylene)imidazolidine-2,4-dione (20 mg, 0.056 mmol) was mixed with 1H-imidazole-4-carbaldehyde (16 mg, 0.168 mmol) in isopropanol (2 mL). The mixture was stirred under microwave heating at 150° C. for 20 minutes. The reaction mixture was cooled to room temperature and the solvent wa... Product: C1(CC1)NC1=NC(=NC=2N1N=CC2\C=C\2/NC(NC2=O)=O)N2C=NC(=C2)C=O ((Z)-1-(4-(cyclopropylamino)-8-((2,5-dioxoimidazolidin-4-ylidene)methyl)pyrazolo[1,5-a][1,3,5]triazin-2-yl)-1H-imidazole-4-carbaldehyde), crude mixture.